This data is from the Open Reaction Database (ORD), a public repository of structured organic reaction records. The task is: describe an organic reaction: reactants, conditions, products, and yield The reactants are OC1(c2ccc3cc(OCc4ccccc4)ccc3c2)CCNCC1, ClCCCOc1cccc2[nH]ccc12. Product: OC1(c2ccc3cc(OCc4ccccc4)ccc3c2)CCN(CCCOc2cccc3[nH]ccc23)CC1. RXN SMILES: [OH:15][C:16]1([c:22]2[cH:23][c:24]3[cH:25][cH:26][c:27]([O:32][CH2:33][c:34]4[cH:35][cH:36][cH:37][cH:38][cH:39]4)[cH:28][c:29]3[cH:30][cH:31]2)[CH2:17][CH2:18][NH:19][CH2:20][CH2:21]1.[nH:1]1[cH:2][cH:3][c:4]2[c:5]([O:10][CH2:11][CH2:12][CH2:13][Cl:14])[cH:6][cH:7][cH:8][c:9]12>>[nH:1]1[cH:2][cH:3][c:4]2[c:5]([O:10][CH2:11][CH2:12][CH2:13][N:19]3[CH2:18][CH2:17][C:16]([OH:15])([c:22]4[cH:23][c:24]5[cH:25][cH:26][c:27]([O:32][CH2:33][c:34]6[cH:35][cH:36][cH:37][cH:38][cH:39]6)[cH:28][c:29]5[cH:30][cH:31]4)[CH2:21][CH2:20]3)[cH:6][cH:7][cH:8][c:9]12. Starting materials: C=C(C)C(=O)Cl, [Li]CCCC, C1CCOC1, CCOCC, OCCCC(O)(C(F)(F)F)C(F)(F)F. Product: C=C(C)C(=O)OCCCC(O)(C(F)(F)F)C(F)(F)F. As a reaction SMILES: [C:20]([C:21](=[CH2:22])[CH3:23])(=[O:24])[Cl:25].[CH2:1]([Li:2])[CH2:3][CH2:4][CH3:5].[CH2:26]1[O:27][CH2:28][CH2:29][CH2:30]1.[CH2:31]([O:32][CH2:33][CH3:34])[CH3:35].[F:6][C:7]([C:8]([CH2:9][CH2:10][CH2:11][OH:12])([OH:13])[C:14]([F:15])([F:16])[F:17])([F:18])[F:19]>>[F:6][C:7]([C:8]([CH2:9][CH2:10][CH2:11][O:12][C:20]([C:21](=[CH2:22])[CH3:23])=[O:24])([OH:13])[C:14]([F:15])([F:16])[F:17])([F:18])[F:19]. The reactants are Cl.ClC=1C(=NC=C(C1)C(F)(F)F)N[C@@H]1C(N(CCC1)C1CCNCC1)=O ((S)-3-(3-chloro-5-(trifluoromethyl)pyridin-2-ylamino)-1,4′-bipiperidin-2-one hydrochloride), ClC1=NC=C(N=C1)Cl (2,5-dichloropyrazine), CCN(C(C)C)C(C)C (Hunig's base). Run in CN(C)C=O (DMF). Run at temperature 100 celsius, time 8 hour. Yields the product ClC=1C(=NC=C(C1)C(F)(F)F)N[C@@H]1C(N(CCC1)C1CCN(CC1)C1=NC=C(N=C1)Cl)=O ((S)-3-(3-chloro-5-(trifluoromethyl)pyridin-2-ylamino)-1′-(5-chloropyrazin-2-yl)-[1,4′-bipiperidin]-2-one). Yield: 42.2%. RXN SMILES: Cl.[Cl:2][C:3]1[C:4]([NH:13][C@H:14]2[CH2:19][CH2:18][CH2:17][N:16]([CH:20]3[CH2:25][CH2:24][NH:23][CH2:22][CH2:21]3)[C:15]2=[O:26])=[N:5][CH:6]=[C:7]([C:9]([F:12])([F:11])[F:10])[CH:8]=1.[Cl:27][C:28]1[CH:33]=[N:32][C:31](Cl)=[CH:30][N:29]=1.CCN(C(C)C)C(C)C>CN(C=O)C>[Cl:2][C:3]1[C:4]([NH:13][C@H:14]2[CH2:19][CH2:18][CH2:17][N:16]([CH:20]3[CH2:21][CH2:22][N:23]([C:31]4[CH:30]=[N:29][C:28]([Cl:27])=[CH:33][N:32]=4)[CH2:24][CH2:25]3)[C:15]2=[O:26])=[N:5][CH:6]=[C:7]([C:9]([F:12])([F:11])[F:10])[CH:8]=1 |f:0.1|. Procedure: A flask was charged with (S)-3-(3-chloro-5-(trifluoromethyl)pyridin-2-ylamino)-1,4′-bipiperidin-2-one hydrochloride (0.075 g, 0.18 mmol), 2,5-dichloropyrazine (0.030 g, 0.20 mmol), Hunig's base (0.095 mL, 0.54 mmol), and DMF (3 mL). The reaction was stirred at 100° C. overnight. The organic solvents were removed under reduced pressure. The residue was purified using silica gel column chromatography with 50-100% ethyl acetate in hexanes to provide (S)-3-(3-chloro-5-(trifluoromethyl)pyridin-2-ylam... Run in C1(=CC=CC=C1)C (toluene). Procedure: In a manner similar to Example 12, Step (b), (4-methoxyphenyl)boronic acid (0.913 g, 0.00601 mol) was allowed to react with 4-(4-bromo-phenyl)-4-oxo-butyric acid, methyl ester (1.356 g, 0.00500 mol) in the presence of tetrakis(triphenylphosphine)palladium(0) (0.173 g, 0.000150 mol) and 2.0 M aqueous sodium carbonate (5.0 mL, 0.010 mol) in toluene (10 mL) to give, after chromatography on silica gel (270 g, 230-400 mesh), eluting with dichloromethane (15×250 mL); dichloromethane-methanol (100:1, 1... Starting materials: BrC1=CC=C(C=C1)C(CCC(=O)OC)=O (4-(4-bromo-phenyl)-4-oxo-butyric acid, methyl ester), C([O-])([O-])=O.[Na+].[Na+] (sodium carbonate), COC1=CC=C(C=C1)B(O)O ((4-methoxyphenyl)boronic acid). Reagents/catalysts: C=1C=CC(=CC1)[P](C=2C=CC=CC2)(C=3C=CC=CC3)[Pd]([P](C=4C=CC=CC4)(C=5C=CC=CC5)C=6C=CC=CC6)([P](C=7C=CC=CC7)(C=8C=CC=CC8)C=9C=CC=CC9)[P](C=1C=CC=CC1)(C=1C=CC=CC1)C=1C=CC=CC1 (tetrakis(triphenylphosphine)palladium(0)). The product is COC1=CC=C(C=C1)C1=CC=C(C=C1)C(CCC(=O)OC)=O (4-(4′-Methoxy-biphenyl-4-yl)-4-oxo-butyric acid, methyl ester). Reaction SMILES: [CH3:1][O:2][C:3]1[CH:8]=[CH:7][C:6](B(O)O)=[CH:5][CH:4]=1.Br[C:13]1[CH:18]=[CH:17][C:16]([C:19](=[O:26])[CH2:20][CH2:21][C:22]([O:24][CH3:25])=[O:23])=[CH:15][CH:14]=1.C(=O)([O-])[O-].[Na+].[Na+]>C1(C)C=CC=CC=1.C1C=CC([P]([Pd]([P](C2C=CC=CC=2)(C2C=CC=CC=2)C2C=CC=CC=2)([P](C2C=CC=CC=2)(C2C=CC=CC=2)C2C=CC=CC=2)[P](C2C=CC=CC=2)(C2C=CC=CC=2)C2C=CC=CC=2)(C2C=CC=CC=2)C2C=CC=CC=2)=CC=1>[CH3:1][O:2][C:3]1[CH:8]=[CH:7][C:6]([C:13]2[CH:14]=[CH:15][C:16]([C:19](=[O:26])[CH2:20][CH2:21][C:22]([O:24][CH3:25])=[O:23])=[CH:17][CH:18]=2)=[CH:5][CH:4]=1 |f:2.3.4,^1:43,45,64,83|.